describe an organic reaction: reactants, conditions, products, and yield From a dataset of the Open Reaction Database (ORD), a public repository of structured organic reaction records. Reactants: FC1=CC=C(C=C1)C=1OC2=C(C1C(=O)NC)C=C(C(=C2)N(S(=O)(=O)C)C)B2OC(C(O2)(C)C)(C)C (2-(4-fluorophenyl)-N-methyl-6-(N-methylmethylsulfonamido)-5-(4,4,5,5-tetramethyl-1,3,2-dioxaborolan-2-yl)benzofuran-3-carboxamide), ClC=1C=CC2=C(C=3NC4=CC=CC(=C4C3C(O2)C=2SC=CC2)F)N1 (2-chloro-7-fluoro-6-(thiophen-2-yl)-6,11-dihydropyrido[2′,3′:5,6]pyrano[4,3-b]indole), [O-]P(=O)([O-])[O-].[K+].[K+].[K+] (K3PO4), CC(C)C1=CC(=C(C(=C1)C(C)C)C2=C(C=CC=C2)P(C3CCCCC3)C4CCCCC4)C(C)C (X-Phos). The reagents and catalysts are C=1C=CC(=CC1)/C=C/C(=O)/C=C/C2=CC=CC=C2.C=1C=CC(=CC1)/C=C/C(=O)/C=C/C2=CC=CC=C2.C=1C=CC(=CC1)/C=C/C(=O)/C=C/C2=CC=CC=C2.[Pd].[Pd] (Pd2(dba)3). The solvent is O1CCOCC1.O (dioxane H2O), CCOC(=O)C (EtOAc). Run at temperature 80 celsius, time 1 hour. Yields the product FC1=C2C3=C(NC2=CC=C1)C1=C(OC3C=3SC=CC3)C=CC(=N1)C=1C(=CC3=C(C(=C(O3)C3=CC=C(C=C3)F)C(=O)NC)C1)N(S(=O)(=O)C)C (5-(7-fluoro-6-(thiophen-2-yl)-6,11-dihydropyrido[2′,3′:5,6]pyrano[4,3-b]indol-2-yl)-2-(4-fluorophenyl)-N-methyl-6-(N-methylmethylsulfonamido)benzofuran-3-carboxamide), compound 66. Yield: 42.7%. Reaction SMILES: [F:1][C:2]1[CH:7]=[CH:6][C:5]([C:8]2[O:9][C:10]3[CH:20]=[C:19]([N:21]([CH3:26])[S:22]([CH3:25])(=[O:24])=[O:23])[C:18](B4OC(C)(C)C(C)(C)O4)=[CH:17][C:11]=3[C:12]=2[C:13]([NH:15][CH3:16])=[O:14])=[CH:4][CH:3]=1.Cl[C:37]1[CH:38]=[CH:39][C:40]2[O:52][CH:51]([C:53]3[S:54][CH:55]=[CH:56][CH:57]=3)[C:50]3[C:49]4[C:44](=[CH:45][CH:46]=[CH:47][C:48]=4[F:58])[NH:43][C:42]=3[C:41]=2[N:59]=1.[O-]P([O-])([O-])=O.[K+].[K+].[K+].CC(C1C=C(C(C)C)C(C2C=CC=CC=2P(C2CCCCC2)C2CCCCC2)=C(C(C)C)C=1)C>O1CCOCC1.O.CCOC(C)=O.C1C=CC(/C=C/C(/C=C/C2C=CC=CC=2)=O)=CC=1.C1C=CC(/C=C/C(/C=C/C2C=CC=CC=2)=O)=CC=1.C1C=CC(/C=C/C(/C=C/C2C=CC=CC=2)=O)=CC=1.[Pd].[Pd]>[F:58][C:48]1[CH:47]=[CH:46][CH:45]=[C:44]2[C:49]=1[C:50]1[CH:51]([C:53]3[S:54][CH:55]=[CH:56][CH:57]=3)[O:52][C:40]3[CH:39]=[CH:38][C:37]([C:18]4[C:19]([N:21]([CH3:26])[S:22]([CH3:25])(=[O:23])=[O:24])=[CH:20][C:10]5[O:9][C:8]([C:5]6[CH:6]=[CH:7][C:2]([F:1])=[CH:3][CH:4]=6)=[C:12]([C:13]([NH:15][CH3:16])=[O:14])[C:11]=5[CH:17]=4)=[N:59][C:41]=3[C:42]=1[NH:43]2 |f:2.3.4.5,7.8,10.11.12.13.14|. Procedure: To a degassed solution of 2-(4-fluorophenyl)-N-methyl-6-(N-methylmethylsulfonamido)-5-(4,4,5,5-tetramethyl-1,3,2-dioxaborolan-2-yl)benzofuran-3-carboxamide (110 mg, 0.22 mmol), 2-chloro-7-fluoro-6-(thiophen-2-yl)-6,11-dihydropyrido[2′,3′:5,6]pyrano[4,3-b]indole (78 mg, 0.22 mmol) and K3PO4 (176 mg, 0.66 mmol) in dioxane/H2O (0.8 mL/0.2 mL) was added Pd2(dba)3 (10 mg, 0.011 mmol) and X-Phos (10 mg, 0.022 mmol) under N2. The mixture was heated to 80° C. and then stirred for 1 hour. The reaction mi... Reactants: CC1=C(C=NC=C1)NC1=C(C=CC=C1)[N+](=O)[O-] ((4-methyl-pyridin-3-yl)-(2-nitro-phenyl)-amine), C(C)(=O)OCC (ethyl acetate). Reagents/catalysts: [Pd] (Pd/C). Solvent: CCCCCC (hexane), CO (methanol). Run at time 2 hour. Yields the product CC1=C(C=NC=C1)NC=1C(=CC=CC1)N (N-(4-Methyl-pyridin-3-yl)-benzene-1,2-diamine). The yield is 100.6%. As a reaction SMILES: [CH3:1][C:2]1[CH:7]=[CH:6][N:5]=[CH:4][C:3]=1[NH:8][C:9]1[CH:14]=[CH:13][CH:12]=[CH:11][C:10]=1[N+:15]([O-])=O.C(OCC)(=O)C>CO.CCCCCC.[Pd]>[CH3:1][C:2]1[CH:7]=[CH:6][N:5]=[CH:4][C:3]=1[NH:8][C:9]1[C:10]([NH2:15])=[CH:11][CH:12]=[CH:13][CH:14]=1. Procedure: 10% Pd/C (100 mg) was charged portion wise to a solution of (4-methyl-pyridin-3-yl)-(2-nitro-phenyl)-amine (I-171a: 600 mg, 2.62 mmol) in methanol (15 mL) under nitrogen atmosphere. The resulting mixture was stirred at room temperature under hydrogen atmosphere for 2 hours. The reaction was monitored by TLC (80% ethyl acetate in hexane). The reaction mixture was filtered and the filtrate was concentrated under reduced pressure to afford 525 mg of the product (98.91% yield). The reactants are CC1(C)OB(c2cccc3[nH]ncc23)OC1(C)C, O=C(c1cccc(-c2cc3nc(Cl)nc(N4CCOCC4)c3s2)c1)N1CCOCC1. Product: O=C(c1cccc(-c2cc3nc(-c4cccc5[nH]ncc45)nc(N4CCOCC4)c3s2)c1)N1CCOCC1. Reaction SMILES: [CH3:31][C:32]1([CH3:33])[C:34]([CH3:35])([CH3:36])[O:37][B:38]([c:39]2[c:40]3[cH:41][n:42][nH:43][c:44]3[cH:45][cH:46][cH:47]2)[O:48]1.[Cl:1][c:2]1[n:3][c:4]([N:25]2[CH2:26][CH2:27][O:28][CH2:29][CH2:30]2)[c:5]2[c:6]([n:7]1)[cH:8][c:9](-[c:11]1[cH:12][c:13]([C:17](=[O:18])[N:19]3[CH2:20][CH2:21][O:22][CH2:23][CH2:24]3)[cH:14][cH:15][cH:16]1)[s:10]2>>[c:2]1(-[c:39]2[c:40]3[cH:41][n:42][nH:43][c:44]3[cH:45][cH:46][cH:47]2)[n:3][c:4]([N:25]2[CH2:26][CH2:27][O:28][CH2:29][CH2:30]2)[c:5]2[c:6]([n:7]1)[cH:8][c:9](-[c:11]1[cH:12][c:13]([C:17](=[O:18])[N:19]3[CH2:20][CH2:21][O:22][CH2:23][CH2:24]3)[cH:14][cH:15][cH:16]1)[s:10]2. Starting materials: BrC(CCCCC)Br (dibromohexane), C(C)O (ethanol), S(=O)([O-])[O-].[Na+].[Na+] (sodium sulfite). Run in O (water). Yields the product BrCCCCCCS(=O)(=O)[O-].[Na+] (sodium 6-bromohexylsulfonate). Reaction SMILES: [Br:1][CH:2](Br)[CH2:3][CH2:4][CH2:5][CH2:6][CH3:7].C(O)C.[S:12]([O-:15])([O-:14])=[O:13].[Na+:16].[Na+]>O>[Br:1][CH2:2][CH2:3][CH2:4][CH2:5][CH2:6][CH2:7][S:12]([O-:15])(=[O:14])=[O:13].[Na+:16] |f:2.3.4,6.7|. Procedure: To a stirred mixture of dibromohexane (81.0 g), ethanol (120 ml) and water (50 ml) is added dropwise an aqueous solution (50 ml) of sodium sulfite (12.5 g) under reflux over 2 hours. After additional refluxing for 2 hours, the reaction mixture is allowed to cool and unreacted dibromohexane is removed and then the resulting solution is concentrated under reduced pressure. 95% Ethanol (200 ml) is added and the mixture is allowed to cool at room temperature overnight and precipitated crystals are c... Yield: 98.1%. Reagents/catalysts: [Fe] (Iron). Procedure details: A mixture of compound 138 (2.32 g, 9.3 mmol), NH4Cl (7.46 g, 140 mmol) and Iron Powder (5.19 g, 93 mmol) in water (100 mL) and CH3OH (100 mL) was stirred at 90° C. for 1 h. After cooling, the reaction mixture was filtered and the solid was washed by DCM. The filtrates were separated, the organic layer was washed with brine, dried over Na2SO4 and concentrated to dryness to give compound 139 (2.0 g, 83%) as a light yellow oil. The reactants are [N+](=O)([O-])C=1C=CC(=NC1)CCCC=1SC=CN1 (2-(3-(5-nitropyridin-2-yl)propyl)thiazole), [NH4+].[Cl-] (NH4Cl). Yields the product S1C(=NC=C1)CCCC1=CC=C(C=N1)N (6-(3-(thiazol-2-yl)propyl)pyridin-3-amine). Solvent: O (water), CO (CH3OH). RXN SMILES: [N+:1]([C:4]1[CH:5]=[CH:6][C:7]([CH2:10][CH2:11][CH2:12][C:13]2[S:14][CH:15]=[CH:16][N:17]=2)=[N:8][CH:9]=1)([O-])=O.[NH4+].[Cl-]>O.CO.[Fe]>[S:14]1[CH:15]=[CH:16][N:17]=[C:13]1[CH2:12][CH2:11][CH2:10][C:7]1[N:8]=[CH:9][C:4]([NH2:1])=[CH:5][CH:6]=1 |f:1.2|. Conditions: temperature 90 celsius, time 1 hour. The reactants are CI, CN(C)C=O, [H-], [Na+], O, CC(C)(c1ccccc1)N1COC(CO)=C(c2ccccc2)C1=O. The product is COCC1=C(c2ccccc2)C(=O)N(C(C)(C)c2ccccc2)CO1. As a reaction SMILES: [CH3:32][I:33].[CH3:3][N:4]([CH3:5])[CH:6]=[O:7].[H-:1].[Na+:2].[OH2:34].[OH:8][CH2:9][C:10]1=[C:11]([c:26]2[cH:27][cH:28][cH:29][cH:30][cH:31]2)[C:12](=[O:25])[N:13]([C:16]([CH3:17])([c:18]2[cH:19][cH:20][cH:21][cH:22][cH:23]2)[CH3:24])[CH2:14][O:15]1>>[CH3:3][O:8][CH2:9][C:10]1=[C:11]([c:26]2[cH:27][cH:28][cH:29][cH:30][cH:31]2)[C:12](=[O:25])[N:13]([C:16]([CH3:17])([c:18]2[cH:19][cH:20][cH:21][cH:22][cH:23]2)[CH3:24])[CH2:14][O:15]1. Starting materials: FC1=C(C(C#N)=C(C(=C1F)F)F)C#N (3,4,5,6-tetrafluorophthalonitrile), CC(C)C(C(C)C)OC(=O)C1=C(C(=CC=C1)C1=CC=CC=C1)O (2-(2,4-dimethyl-3-pentyloxy)carbonyl-6-phenylphenol), [F-].[K+] (potassium fluoride). The solvent is C(C)#N (acetonitrile). The product is FC1=C(C(C#N)=C(C(=C1OC1=C(C=CC=C1C1=CC=CC=C1)C(=O)OC(C(C)C)C(C)C)F)F)C#N (3,5,6-trifluoro-4-(2-(2,4-dimethyl-3-pentyloxy)carbonyl-6-phenylphenoxy)phthalonitrile). The yield is 93.4%. Reaction SMILES: [F:1][C:2]1[C:9]([F:10])=[C:8](F)[C:7]([F:12])=[C:4]([C:5]#[N:6])[C:3]=1[C:13]#[N:14].[CH3:15][CH:16]([CH:18]([O:22][C:23]([C:25]1[CH:30]=[CH:29][CH:28]=[C:27]([C:31]2[CH:36]=[CH:35][CH:34]=[CH:33][CH:32]=2)[C:26]=1[OH:37])=[O:24])[CH:19]([CH3:21])[CH3:20])[CH3:17].[F-].[K+]>C(#N)C>[F:12][C:7]1[C:8]([O:37][C:26]2[C:27]([C:31]3[CH:36]=[CH:35][CH:34]=[CH:33][CH:32]=3)=[CH:28][CH:29]=[CH:30][C:25]=2[C:23]([O:22][CH:18]([CH:19]([CH3:21])[CH3:20])[CH:16]([CH3:15])[CH3:17])=[O:24])=[C:9]([F:10])[C:2]([F:1])=[C:3]([C:13]#[N:14])[C:4]=1[C:5]#[N:6] |f:2.3|. Reported procedure: In a four-neck flask having an inner volume of 100 ml, 3.00 g (15 m.mols) of 3,4,5,6-tetrafluorophthalonitrile, 4.69 g (15 m.mols) of 2-(2,4-dimethyl-3-pentyloxy)carbonyl-6-phenylphenol, 2.62 g (45 m.mols) of potassium fluoride, and 50 ml of acetonitrile were placed and left reacting under reflux for six hours. After the reaction, the reaction mass was filtered and then distilled to expel the solvent by evaporation and obtain 6.90 g (14 m.mols) of 3,5,6-trifluoro-4-(2-(2,4-dimethyl-3-pentyloxy)c... Starting materials: C[C@H](CCCC(C)C)[C@H]1CC[C@@H]2[C@@]1(CC[C@H]3[C@H]2C[C@H]4[C@@]5([C@@]3(CC[C@@H](C5)O)C)O4)C (cholesterol 5α,6α-epoxide), N1CCCCC1 (piperidine). Product: C[C@H](CCCC(C)C)[C@H]1CC[C@@H]2[C@@]1(CC[C@H]3[C@H]2C[C@H]4[C@@]5([C@@]3(CC[C@@H](C5)O)C)O4)C.N1CCCCC1 (Cholesterol 5α,6α-Epoxide Piperidine). Reaction SMILES: [CH3:1][C@@H:2]([C@@H:9]1[C@@:13]2([CH3:29])[CH2:14][CH2:15][C@@H:16]3[C@@:21]4([CH3:27])[CH2:22][CH2:23][C@H:24]([OH:26])[CH2:25][C@:20]54[O:28][C@H:19]5[CH2:18][C@H:17]3[C@@H:12]2[CH2:11][CH2:10]1)[CH2:3][CH2:4][CH2:5][CH:6]([CH3:8])[CH3:7].[NH:30]1[CH2:35][CH2:34][CH2:33][CH2:32][CH2:31]1>>[CH3:1][C@@H:2]([C@@H:9]1[C@@:13]2([CH3:29])[CH2:14][CH2:15][C@@H:16]3[C@@:21]4([CH3:27])[CH2:22][CH2:23][C@H:24]([OH:26])[CH2:25][C@:20]54[O:28][C@H:19]5[CH2:18][C@H:17]3[C@@H:12]2[CH2:11][CH2:10]1)[CH2:3][CH2:4][CH2:5][CH:6]([CH3:7])[CH3:8].[NH:30]1[CH2:35][CH2:34][CH2:33][CH2:32][CH2:31]1 |f:2.3|. Procedure details: Following the procedure of Example 29 in either aqueous or aqueous-alcoholic solution the interaction of cholesterol 5α,6α-epoxide and piperidine results in the desired product. ##STR16## Reactants: NC1=CC(=C(C#N)C=C1F)F (4-amino-2,5-difluorobenzonitrile). Reagents/catalysts: [Ni] (Raney nickel). The solvent is CO (methanol). Reaction conditions: time 18 hour. Product: NC1=CC(=C(CN)C=C1F)F (4-amino-2,5-difluorobenzylamine). RXN SMILES: [NH2:1][C:2]1[C:9]([F:10])=[CH:8][C:5]([C:6]#[N:7])=[C:4]([F:11])[CH:3]=1>[Ni].CO>[NH2:1][C:2]1[C:9]([F:10])=[CH:8][C:5]([CH2:6][NH2:7])=[C:4]([F:11])[CH:3]=1. Procedure details: 4-amino-2,5-difluorobenzonitrile (400 mg) and Raney nickel Catalyst were added to methanol (20 ml) and the mixture was stirred under hydrogen atmosphere at room temperature for 18 hours. After confirming the completion of the reaction, the resulting mixture was filtered through celite and the filtrate was concentrated under reduced pressure. The following procedure was carried out, using the concentrate which was not purified. Starting materials: CCCn1c(=O)c2[nH]c(C34CCC(NC(=O)OC)(CC3)CC4)nc2n(CCC)c1=O, Cl. The product is CCCn1c(=O)c2[nH]c(C34CCC(N)(CC3)CC4)nc2n(CCC)c1=O. Reaction SMILES: [CH3:1][O:2][C:3]([NH:4][C:5]12[CH2:6][CH2:7][C:8]([c:13]3[n:14][c:15]4[n:16]([CH2:27][CH2:28][CH3:29])[c:17](=[O:26])[n:18]([CH2:23][CH2:24][CH3:25])[c:19](=[O:22])[c:20]4[nH:21]3)([CH2:9][CH2:10]1)[CH2:11][CH2:12]2)=[O:30].[ClH:31]>>[NH2:4][C:5]12[CH2:6][CH2:7][C:8]([c:13]3[n:14][c:15]4[n:16]([CH2:27][CH2:28][CH3:29])[c:17](=[O:26])[n:18]([CH2:23][CH2:24][CH3:25])[c:19](=[O:22])[c:20]4[nH:21]3)([CH2:9][CH2:10]1)[CH2:11][CH2:12]2.